Dataset: the Open Reaction Database (ORD), a public repository of structured organic reaction records. Task: describe an organic reaction: reactants, conditions, products, and yield Reactants: OC1CCN(CC1)C (4-hydroxy-1-methylpiperidine), C1(CCCCC1)N=C=NC1CCCCC1 (dicyclohexylcarbodiimide), ClC1=CC=C(C=C1)C1=C(C=NN1C1=CC=CC=C1)CC(=O)O ((5-p-chlorophenyl-1-phenyl-pyrazol-4-yl)-acetic acid). Run in C1CCOC1 (THF), C1CCOC1 (THF), C1CCOC1 (THF). Run at time 15 minute. The product is ClC1=CC=C(C=C1)C1=C(C=NN1C1=CC=CC=C1)CC(=O)OC1CCN(CC1)C (1-methyl-4-piperidyl (5-p-chlorophenyl-1-phenylpyrazol-4-yl)-acetate). RXN SMILES: C1(N=[C:8]=[N:9][CH:10]2[CH2:15][CH2:14][CH2:13][CH2:12]C2)CCCCC1.[Cl:16][C:17]1[CH:22]=[CH:21][C:20]([C:23]2[N:27]([C:28]3[CH:33]=[CH:32][CH:31]=[CH:30][CH:29]=3)[N:26]=[CH:25][C:24]=2[CH2:34][C:35]([OH:37])=[O:36])=[CH:19][CH:18]=1.OC1CCN(C)CC1>C1COCC1>[Cl:16][C:17]1[CH:18]=[CH:19][C:20]([C:23]2[N:27]([C:28]3[CH:33]=[CH:32][CH:31]=[CH:30][CH:29]=3)[N:26]=[CH:25][C:24]=2[CH2:34][C:35]([O:37][CH:14]2[CH2:15][CH2:10][N:9]([CH3:8])[CH2:12][CH2:13]2)=[O:36])=[CH:21][CH:22]=1. Reported procedure: A solution of 2.27 g of dicyclohexylcarbodiimide in 10 ml of dry THF is added slowly, at 5°-10°, to a solution of 3.13 g of (5-p-chlorophenyl-1-phenyl-pyrazol-4-yl)-acetic acid in 25 ml of dry THF. The mixture is stirred for 15 minutes at 5°-10°, a solution of 1.23 g of 4-hydroxy-1-methylpiperidine in 10 ml of dry THF is then added at 5°-10°, the resulting mixture is stirred for 3 hours at 20° and subjected to the customary working up, and 1-methyl-4-piperidyl (5-p-chlorophenyl-1-phenylpyrazol-4... The reactants are FC=1C=C(C[C@@H]2NC(O[C@@H]2[C@@H]2N(C[C@H](C2)O)C(C2=CC=CC=C2)C2=CC=CC=C2)=O)C=C(C1)F ((4S,5S)-4-(3,5-difluorobenzyl)-5-((2R,4S)-1-benzhydryl-4-hydroxypyrrolidin-2-yl)oxazolidin-2-one), C(C)(=O)N[C@]1(C(N(CC1)[C@H](C(=O)N[C@H]([C@H](O)[C@@H]1N(CCCC1)C(C1=CC=CC=C1)C1=CC=CC=C1)CC1=CC(=CC(=C1)F)F)CCC1=CC=CC=C1)=O)[C@H](C)CC ((S)-2-((S)-3-acetamido-3-((R)-sec-butyl)-2-oxopyrrolidin-1-yl)-N-((1S,2S)-1-((R)-1-benzhydrylpiperidin-2-yl)-3-(3,5-difluorophenyl)-1-hydroxypropan-2-yl)-4-phenylbutanamide), FC=1C=C(C[C@@H]2NC(O[C@@H]2[C@@H]2N(C[C@@H](C2)OC=2C=NC=CC2)C(C2=CC=CC=C2)C2=CC=CC=C2)=O)C=C(C1)F ((4S,5S)-4-(3,5-difluorobenzyl)-5-((2R,4R)-1-benzhydryl-4-(pyridin-3-yloxy)pyrrolidin-2-yl)oxazolidin-2-one), C1(=CC=CC=C1)P(C1=CC=CC=C1)C1=CC=CC=C1 (triphenylphosphine), CCOC(=O)/N=N/C(=O)OCC (DEAD), OC=1C=NC=CC1 (3-hydroxypyridine). Run in C1CCOC1 (THF), C1CCOC1 (THF). Reaction conditions: time 1 minute. Yields the product C(C)(=O)N[C@]1(C(N(CC1)[C@H](C(=O)N[C@H]([C@@H]([C@@H]1NC[C@@H](C1)OC=1C=NC=CC1)O)CC1=CC(=CC(=C1)F)F)CCC1=CC=CC=C1)=O)[C@H](C)CC ((S)-2-((S)-3-acetamido-3-((R)-sec-butyl)-2-oxopyrrolidin-1-yl)-N-((1R,2S)-3-(3,5-difluorophenyl)-1-hydroxy-1-((2R,4R)-4-(pyridin-3-yloxy)pyrrolidin-2-yl)propan-2-yl)-4-phenylbutanamide). As a reaction SMILES: [C:1]([NH:4][C@:5]1([C@@H:54]([CH2:56][CH3:57])[CH3:55])[CH2:9][CH2:8][N:7]([C@@H:10]([CH2:45][CH2:46][C:47]2[CH:52]=[CH:51][CH:50]=[CH:49][CH:48]=2)[C:11]([NH:13][C@@H:14]([CH2:36][C:37]2[CH:42]=[C:41]([F:43])[CH:40]=[C:39]([F:44])[CH:38]=2)[C@@H:15]([C@H:17]2C[CH2:21][CH2:20][CH2:19][N:18]2C(C2C=CC=CC=2)C2C=CC=CC=2)[OH:16])=[O:12])[C:6]1=[O:53])(=[O:3])[CH3:2].FC1C=C(C=C(F)C=1)C[C@H]1[C@@H]([C@H]2C[C@@H]([O:73][C:74]3[CH:75]=[N:76][CH:77]=[CH:78][CH:79]=3)CN2C(C2C=CC=CC=2)C2C=CC=CC=2)OC(=O)N1.C1(P(C2C=CC=CC=2)C2C=CC=CC=2)C=CC=CC=1.CCOC(/N=N/C(OCC)=O)=O.FC1C=C(C=C(F)C=1)C[C@H]1[C@@H]([C@H]2C[C@H](O)CN2C(C2C=CC=CC=2)C2C=CC=CC=2)OC(=O)N1.OC1C=NC=CC=1>C1COCC1>[C:1]([NH:4][C@:5]1([C@@H:54]([CH2:56][CH3:57])[CH3:55])[CH2:9][CH2:8][N:7]([C@@H:10]([CH2:45][CH2:46][C:47]2[CH:48]=[CH:49][CH:50]=[CH:51][CH:52]=2)[C:11]([NH:13][C@@H:14]([CH2:36][C:37]2[CH:38]=[C:39]([F:44])[CH:40]=[C:41]([F:43])[CH:42]=2)[C@H:15]([OH:16])[C@H:17]2[CH2:21][C@@H:20]([O:73][C:74]3[CH:75]=[N:76][CH:77]=[CH:78][CH:79]=3)[CH2:19][NH:18]2)=[O:12])[C:6]1=[O:53])(=[O:3])[CH3:2]. Procedure details: Step 13 (A): (4S,5S)-4-(3,5-difluorobenzyl)-5-((2R,4R)-1-benzhydryl-4-(pyridin-3-yloxy)pyrrolidin-2-yl)oxazolidin-2-one. To a solution of triphenylphosphine (54 mg, 0.206 mmol) in THF (2.5 mL) at rt was added DEAD (0.0324 mL, 0.206 mmol). After 1 min, a solution of (4S,5S)-4-(3,5-difluorobenzyl)-5-((2R,4S)-1-benzhydryl-4-hydroxypyrrolidin-2-yl)oxazolidin-2-one (Preparation K, 80 mg, 0.172 mmol) in THF (2.5 mL) was added. After 2 min, 3-hydroxypyridine (16.4 mg, 0.172 mmol) was added and the mixt... Starting materials: BrC=1C=C2C(=NC(=NC2=CC1)C=1C=NC=CC1)NC (6-bromo-N-methyl-2-(pyridin-3-yl)quinazolin-4-amine), C(C)(=O)OC(C)=O (acetic anhydride). Solvent: C(C)(=O)O (acetic acid). Reaction conditions: temperature 195 celsius. Product: BrC=1C=C2C(=NC(=NC2=CC1)C=1C=NC=CC1)N(C(C)=O)C (N-(6-bromo-2-(pyridin-3-yl)quinazolin-4-yl)-N-methylacetamide). Yield: 52.2%. As a reaction SMILES: [Br:1][C:2]1[CH:3]=[C:4]2[C:9](=[CH:10][CH:11]=1)[N:8]=[C:7]([C:12]1[CH:13]=[N:14][CH:15]=[CH:16][CH:17]=1)[N:6]=[C:5]2[NH:18][CH3:19].C(O[C:24](=[O:26])[CH3:25])(=O)C>C(O)(=O)C>[Br:1][C:2]1[CH:3]=[C:4]2[C:9](=[CH:10][CH:11]=1)[N:8]=[C:7]([C:12]1[CH:13]=[N:14][CH:15]=[CH:16][CH:17]=1)[N:6]=[C:5]2[N:18]([CH3:19])[C:24](=[O:26])[CH3:25]. Procedure: To a solution of 6-bromo-N-methyl-2-(pyridin-3-yl)quinazolin-4-amine (1.20 g, 3.81 mmol) in acetic acid (10 mL) was added acetic anhydride (1.94 g, 19.0 mmol) and stirred at 195° C. using microwave for 6 h. The reaction mixture was checked by LC-MS, no starting material was observed, ice was added into the reaction. The precipitate was collected by filtration and washed with water. The product was dried at 60° C. to give N-(6-bromo-2-(pyridin-3-yl)quinazolin-4-yl)-N-methylacetamide (711 mg, 52%)... Starting materials: FC1=CC=C(C=C1)C1=C(C(=O)O)C=CC(=C1)C(C=1SC=CN1)OCCN1C=NC=C1 (2-(4-fluorophenyl)4-[1-(thiazol-2-yl)-2-(imidazol-1-yl)ethoxymethyl]benzoic acid), C(C)(C)(C)OC([C@@H](N)CCSC)=O (L-methionine tert-butyl ester). Yields the product FC1=CC=C(C=C1)C1=C(C(=O)N[C@H](C(=O)OC(C)(C)C)CCSC)C=CC(=C1)C(C=1SC=CN1)OCCN1C=NC=C1 (Tert-butyl (2S)-2-{2-(4-fluorophenyl)-4-[1-(thiazol-2-yl)-2-(imidazol-1-yl)ethoxymethyl]benzoylamino}-4-methylsulfanylbutyrate). Yield: 63.0%. Reaction SMILES: [F:1][C:2]1[CH:7]=[CH:6][C:5]([C:8]2[CH:16]=[C:15]([CH:17]([O:23][CH2:24][CH2:25][N:26]3[CH:30]=[CH:29][N:28]=[CH:27]3)[C:18]3[S:19][CH:20]=[CH:21][N:22]=3)[CH:14]=[CH:13][C:9]=2[C:10]([OH:12])=O)=[CH:4][CH:3]=1.[C:31]([O:35][C:36](=[O:43])[C@H:37]([CH2:39][CH2:40][S:41][CH3:42])[NH2:38])([CH3:34])([CH3:33])[CH3:32]>>[F:1][C:2]1[CH:7]=[CH:6][C:5]([C:8]2[CH:16]=[C:15]([CH:17]([O:23][CH2:24][CH2:25][N:26]3[CH:30]=[CH:29][N:28]=[CH:27]3)[C:18]3[S:19][CH:20]=[CH:21][N:22]=3)[CH:14]=[CH:13][C:9]=2[C:10]([NH:38][C@@H:37]([CH2:39][CH2:40][S:41][CH3:42])[C:36]([O:35][C:31]([CH3:32])([CH3:33])[CH3:34])=[O:43])=[O:12])=[CH:4][CH:3]=1. Procedure details: The title compound was prepared from 2-(4-fluorophenyl)4-[1-(thiazol-2-yl)-2-(imidazol-1-yl)ethoxymethyl]benzoic acid by a similar method to that used for Example 1 but using L-methionine tert-butyl ester in place of L-methionine methyl ester. Procedure: To a mixture of 4-acetoxy-2-bromo-3-methoxybenzaldehyde (546 mg, 2 mmol; prepared in example 105, step a), 2-methoxy-phenol (280 mg, 2 mmol) and cesium carbonate (1.3 g, 4 mmol) in 16 mL of pyridine was added copper oxide(320 mg, 4 mmol)under argon. The mixture was purged with argon for 10 min, heated at 130° C. overnight and then quenched with 5% HCl solution. The mixture was extracted with ethyl acetate, washed with 1N NaOH solution and water before drying over sodium sulfate. After the remova... Product: OC1=CC(=C(C=O)C=C1OC)OC1=C(C=CC=C1)OC (4-hydroxy-5-methoxy-2-(2-methoxy-phenoxy)-benzaldehyde). RXN SMILES: C([O:4][C:5]1[CH:12]=[CH:11][C:8]([CH:9]=[O:10])=[C:7](Br)[C:6]=1[O:14][CH3:15])(=O)C.[CH3:16][O:17][C:18]1[CH:23]=[CH:22][CH:21]=[CH:20][C:19]=1[OH:24].C(=O)([O-])[O-].[Cs+].[Cs+]>N1C=CC=CC=1.[Cu]=O>[OH:4][C:5]1[C:6]([O:14][CH3:15])=[CH:7][C:8]([CH:9]=[O:10])=[C:11]([O:24][C:19]2[CH:20]=[CH:21][CH:22]=[CH:23][C:18]=2[O:17][CH3:16])[CH:12]=1 |f:2.3.4|. Reaction conditions: temperature 130 celsius. Starting materials: COC1=C(C=CC=C1)O (2-methoxy-phenol), C([O-])([O-])=O.[Cs+].[Cs+] (cesium carbonate), C(C)(=O)OC1=C(C(=C(C=O)C=C1)Br)OC (4-acetoxy-2-bromo-3-methoxybenzaldehyde). The reagents and catalysts are [Cu]=O (copper oxide). The solvent is N1=CC=CC=C1 (pyridine). Reactants: O=C([O-])[O-], O=C(Cl)SCl, ClCCl, [NH4+], [NH4+], Sc1ccccn1, OCCS. The product is OCCSSc1ccccn1. Reaction SMILES: [C:17](=[O:18])([O-:19])[O-:20].[Cl:1][C:2]([S:3][Cl:4])=[O:5].[Cl:23][CH2:24][Cl:25].[NH4+:21].[NH4+:22].[SH:10][c:11]1[n:12][cH:13][cH:14][cH:15][cH:16]1.[SH:6][CH2:7][CH2:8][OH:9]>>[S:6]([CH2:7][CH2:8][OH:9])[S:10][c:11]1[n:12][cH:13][cH:14][cH:15][cH:16]1. Starting materials: ClC1=CC=C(C=C1)S(=O)(=O)N[C@H](C(=O)NC1=CC(=CC=C1)C(=O)OCC)CN1C=NC=C1 ((S)-2-(4-chlorobenzenesulfonylamino)-N-(3-ethoxycarbonylphenyl)-3-(1H-imidazol-1-yl)propanamide), Cl (HCl). Product: Cl.C(=O)(O)C=1C=C(C=CC1)NC([C@H](CN1C=NC=C1)NS(=O)(=O)C1=CC=C(C=C1)Cl)=O ((S)-N-(3-carboxyphenyl)-2-(4-chlorobenzenesulfonylamino)-3-(1H-imidazol-1-yl)propanamide hydrochloride). The yield is 66.7%. As a reaction SMILES: [Cl:1][C:2]1[CH:7]=[CH:6][C:5]([S:8]([NH:11][C@@H:12]([CH2:27][N:28]2[CH:32]=[CH:31][N:30]=[CH:29]2)[C:13]([NH:15][C:16]2[CH:21]=[CH:20][CH:19]=[C:18]([C:22]([O:24]CC)=[O:23])[CH:17]=2)=[O:14])(=[O:10])=[O:9])=[CH:4][CH:3]=1.Cl>>[ClH:1].[C:22]([C:18]1[CH:17]=[C:16]([NH:15][C:13](=[O:14])[C@@H:12]([NH:11][S:8]([C:5]2[CH:4]=[CH:3][C:2]([Cl:1])=[CH:7][CH:6]=2)(=[O:10])=[O:9])[CH2:27][N:28]2[CH:32]=[CH:31][N:30]=[CH:29]2)[CH:21]=[CH:20][CH:19]=1)([OH:24])=[O:23] |f:2.3|. Reported procedure: The procedure described in Example 92 was repeated, except that (S)-2-(4-chlorobenzenesulfonylamino)-N-(3-ethoxycarbonylphenyl)-3-(1H-imidazol-1-yl)propanamide (53.1 mg) was hydrolyzed, and then reacted with HCl to obtain (S)-N-(3-carboxyphenyl)-2-(4-chlorobenzenesulfonylamino)-3-(1H-imidazol-1-yl)propanamide hydrochloride (18.03 mg).